From a dataset of the Open Reaction Database (ORD), a public repository of structured organic reaction records. describe an organic reaction: reactants, conditions, products, and yield The reactants are C(C)(C)(C)OC(NCC=1N(C(C2=CC=C(C=C2C1OCCCC)N)=O)CC(C)C)=O (tert-butyl(6-amino-4-butoxy-2-isobutyl-1-oxo-1,2-dihydro-3-isoquinolinyl)methylcarbamate), O (water), Example 82 ( 2 ), C(C)(=O)Cl (acetyl chloride). The solvent is CN(C(C)=O)C (N,N-dimethylacetamide). Run at time 2 hour. The product is C(C)(C)(C)OC(NCC=1N(C(C2=CC=C(C=C2C1OCCCC)NC(C)=O)=O)CC(C)C)=O (tert-butyl{6-(acetylamino)-4-butoxy-2-isobutyl-1-oxo-1,2-dihydro-3-isoquinolinyl}methylcarbamate). The yield is 80.8%. RXN SMILES: [C:1]([O:5][C:6](=[O:30])[NH:7][CH2:8][C:9]1[N:10]([CH2:26][CH:27]([CH3:29])[CH3:28])[C:11](=[O:25])[C:12]2[C:17]([C:18]=1[O:19][CH2:20][CH2:21][CH2:22][CH3:23])=[CH:16][C:15]([NH2:24])=[CH:14][CH:13]=2)([CH3:4])([CH3:3])[CH3:2].[C:31](Cl)(=[O:33])[CH3:32].O>CN(C)C(=O)C>[C:1]([O:5][C:6](=[O:30])[NH:7][CH2:8][C:9]1[N:10]([CH2:26][CH:27]([CH3:29])[CH3:28])[C:11](=[O:25])[C:12]2[C:17]([C:18]=1[O:19][CH2:20][CH2:21][CH2:22][CH3:23])=[CH:16][C:15]([NH:24][C:31](=[O:33])[CH3:32])=[CH:14][CH:13]=2)([CH3:4])([CH3:2])[CH3:3]. Procedure: A solution of tert-butyl(6-amino-4-butoxy-2-isobutyl-1-oxo-1,2-dihydro-3-isoquinolinyl)methylcarbamate (synthesized according to the method similar to that in Example 82 (2)) (0.21 g, 0.5 mmol) and acetyl chloride (0.04 ml, 0.6 mmol) in N,N-dimethylacetamide (10 ml) was stirred at room temperature for 2 h. The reaction mixture was poured into water and extracted with ethyl acetate. The extract was washed with brine, dried over anhydrous magnesium sulfate and concentrated under reduced pressure. ... The reactants are OCC(O)CBr, CC(C)C(NC(=O)OCc1ccccc1)C(=O)O, CN(C)c1ccncc1, C(=NC1CCCCC1)=NC1CCCCC1, ClCCl. Yields the product CC(C)C(NC(=O)OCc1ccccc1)C(=O)OCC(O)CBr. As a reaction SMILES: [Br:1][CH2:2][CH:3]([CH2:4][OH:5])[OH:6].[C:7](=[O:8])([O:9][CH2:10][c:11]1[cH:12][cH:13][cH:14][cH:15][cH:16]1)[NH:17][CH:18]([CH:19]([CH3:20])[CH3:21])[C:22](=[O:23])[OH:24].[CH3:40][N:41]([c:42]1[cH:43][cH:44][n:45][cH:46][cH:47]1)[CH3:48].[CH:25]1([N:26]=[C:27]=[N:28][CH:29]2[CH2:30][CH2:31][CH2:32][CH2:33][CH2:34]2)[CH2:35][CH2:36][CH2:37][CH2:38][CH2:39]1.[Cl:49][CH2:50][Cl:51]>>[Br:1][CH2:2][CH:3]([CH2:4][O:5][C:22]([CH:18]([NH:17][C:7](=[O:8])[O:9][CH2:10][c:11]1[cH:12][cH:13][cH:14][cH:15][cH:16]1)[CH:19]([CH3:20])[CH3:21])=[O:23])[OH:6]. Starting materials: ClC1=NC=CC=C1N (2-chloro-3-pyridinamine), C(C)(C)NC(C)C.[Li] (lithium diisopropylamine), [NH4+].[Cl-] (NH4Cl), IC (iodomethane). Run in C1CCOC1 (THF). Conditions: temperature 0 celsius, time 1 hour. Product: ClC1=NC=CC=C1NC (2-chloro-N-methyl-3-pyridinamine). Isolated yield 89.1%. Reaction SMILES: [Cl:1][C:2]1[C:7]([NH2:8])=[CH:6][CH:5]=[CH:4][N:3]=1.[CH:9](NC(C)C)(C)C.[Li].IC.[NH4+].[Cl-]>C1COCC1>[Cl:1][C:2]1[C:7]([NH:8][CH3:9])=[CH:6][CH:5]=[CH:4][N:3]=1 |f:1.2,4.5,^1:15|. Procedure details: To a solution of 2-chloro-3-pyridinamine (0.0465 mol) in THF (45ml) at −78° C. under N2 flow, lithium diisopropylamine (0.0513 mol, 2 M) was added dropwise. The mixture was allowed to warm to 0° C. and was stirred for 1 hour and then cooled to −78° C. Then iodomethane (0.0582 mol) was added and the reaction mixture was allowed to warm to room temperature and was stirred for 16 hours. A saturated NH4Cl-solution was added and the mixture was extracted with ethyl acetate. The separated organic laye... Starting materials: O1C(NC2=NC=CC=C21)=O (3H-oxazolo[4,5-b]pyridin-2-one), N(=C=O)CCCCCCCC (1-isocyanatooctane). The solvent is O1CCOCC1 (dioxane). The product is O=C1OC=2C(=NC=CC2)N1.CCC(CCCCC)C(=O)N (2-Oxo-oxazolo[4,5-b]pyridine 3-octylcarboxamide). Reaction SMILES: [O:1]1[C:9]2[C:4](=[N:5][CH:6]=[CH:7][CH:8]=2)[NH:3][C:2]1=[O:10].N([CH2:14][CH2:15][CH2:16][CH2:17][CH2:18][CH2:19][CH2:20][CH3:21])=C=O>O1CCOCC1>[O:10]=[C:2]1[NH:3][C:4]2=[N:5][CH:6]=[CH:7][CH:8]=[C:9]2[O:1]1.[CH3:21][CH2:20][CH:19]([C:2]([NH2:3])=[O:1])[CH2:18][CH2:17][CH2:16][CH2:15][CH3:14] |f:3.4|. Procedure: 200 mg (1.47 mmol) of 3H-oxazolo[4,5-b]pyridin-2-one were reacted in analogy to Example 1 with 273.7 mg (1.76 mmol) of 1-isocyanatooctane in dioxane at 80° C. Yield: 40 mg (9%), M+H+: 292.10. The reactants are CCCCn1ccnc1, Cc1cccc2ccccc12, [Cu]I, CNC(=O)c1cc(Br)cc(C)c1N, N#C[Na], O. The product is CNC(=O)c1cc(C#N)cc(C)c1N. Reaction SMILES: [CH2:28]([n:29]1[cH:30][cH:31][n:32][cH:33]1)[CH2:34][CH2:35][CH3:36].[CH3:14][c:15]1[c:16]2[c:17]([cH:18][cH:19][cH:20][cH:21]2)[cH:22][cH:23][cH:24]1.[Cu:37][I:38].[NH2:1][c:2]1[c:3]([C:4](=[O:5])[NH:6][CH3:7])[cH:8][c:9]([Br:13])[cH:10][c:11]1[CH3:12].[Na:25][C:26]#[N:27].[OH2:39]>>[NH2:1][c:2]1[c:3]([C:4](=[O:5])[NH:6][CH3:7])[cH:8][c:9]([C:26]#[N:27])[cH:10][c:11]1[CH3:12]. Reactants: C[SiH](C)OC(c1ccc(Br)cc1OC(F)(F)F)C(C)(C)C, [Li]CCCC, C1CCOC1, COB(OC)OC, CC(=O)O, O, OO. The product is C[SiH](C)OC(c1ccc(O)cc1OC(F)(F)F)C(C)(C)C. Reaction SMILES: [Br:1][c:2]1[cH:3][c:4]([O:17][C:18]([F:19])([F:20])[F:21])[c:5]([CH:8]([O:9][SiH:10]([CH3:11])[CH3:12])[C:13]([CH3:14])([CH3:15])[CH3:16])[cH:6][cH:7]1.[CH2:22]([Li:23])[CH2:24][CH2:25][CH3:26].[CH2:40]1[O:41][CH2:42][CH2:43][CH2:44]1.[CH3:27][O:28][B:29]([O:30][CH3:31])[O:32][CH3:33].[CH3:34][C:35](=[O:36])[OH:37].[OH2:45].[OH:38][OH:39]>>[c:2]1([OH:28])[cH:3][c:4]([O:17][C:18]([F:19])([F:20])[F:21])[c:5]([CH:8]([O:9][SiH:10]([CH3:11])[CH3:12])[C:13]([CH3:14])([CH3:15])[CH3:16])[cH:6][cH:7]1.